This data is from the Open Reaction Database (ORD), a public repository of structured organic reaction records. The task is: describe an organic reaction: reactants, conditions, products, and yield Reactants: C(C)(=O)OCC (ethyl acetate), COC(=O)N1CC[C@@H]2[C@](CCC[C@H]12)(C#CC=1C=C(C=CC1)C)O ((3aS,4R,7aS)-4-hydroxy-4-m-tolylethynyl-octahydro-indole-1-carboxylic acid methyl ester), CI (methyl iodide). Reagents/catalysts: [Ag-]=O (silver(I)oxide). Solvent: CN(C)C=O (DMF). Run at time 48 hour. Product: COC(=O)N1CC[C@H]2[C@@](CCC[C@@H]12)(C#CC=1C=C(C=CC1)C)OC ((3aR,4S,7aR)-4-methoxy-4-m-tolylethynyl-octahydro-indole-1-carboxylic acid methyl ester). Yield: 14.0%. RXN SMILES: [CH3:1][O:2][C:3]([N:5]1[C@@H:13]2[C@@H:8]([C@@:9]([OH:23])([C:14]#[C:15][C:16]3[CH:17]=[C:18]([CH3:22])[CH:19]=[CH:20][CH:21]=3)[CH2:10][CH2:11][CH2:12]2)[CH2:7][CH2:6]1)=[O:4].CI.[C:26](OCC)(=O)C>CN(C=O)C.[Ag-]=O>[CH3:1][O:2][C:3]([N:5]1[C@H:13]2[C@H:8]([C@:9]([O:23][CH3:26])([C:14]#[C:15][C:16]3[CH:17]=[C:18]([CH3:22])[CH:19]=[CH:20][CH:21]=3)[CH2:10][CH2:11][CH2:12]2)[CH2:7][CH2:6]1)=[O:4]. Procedure details: (3aS,4R,7aS)-4-hydroxy-4-m-tolylethynyl-octahydro-indole-1-carboxylic acid methyl ester (100 mg, 0.32 mmol) was dissolved in DMF (3 mL). Then, molecular sieves (4 A), silver(I)oxide (355 mg, 1.53 mmol) and methyl iodide (0.40 ml, 6.38 mmol) was added and the black suspension stirred at room temperature for 48 hour. The reaction mixture was filtrated through celite and the filtrate evaporated. The crude yellow residue was subjected to silica gel flash chromatography (ISCO Companion CombiFlash; 40... The reactants are COC(=O)CCC(=O)Nc1ccc(OCCCN2CCN(c3ccccc3)CC2)c(OC)c1, ClC(Cl)Cl, Cc1ccccc1C. The product is COc1cc(N2C(=O)CCC2=O)ccc1OCCCN1CCN(c2ccccc2)CC1. Reaction SMILES: [CH3:1][O:2][C:3](=[O:4])[CH2:5][CH2:6][C:7](=[O:8])[NH:9][c:10]1[cH:11][c:12]([O:32][CH3:33])[c:13]([O:14][CH2:15][CH2:16][CH2:17][N:18]2[CH2:19][CH2:20][N:21]([c:24]3[cH:25][cH:26][cH:27][cH:28][cH:29]3)[CH2:22][CH2:23]2)[cH:30][cH:31]1.[CH:42]([Cl:43])([Cl:44])[Cl:45].[c:34]1([CH3:35])[c:36]([CH3:37])[cH:38][cH:39][cH:40][cH:41]1>>[O:2]=[C:3]1[CH2:5][CH2:6][C:7](=[O:8])[N:9]1[c:10]1[cH:11][c:12]([O:32][CH3:33])[c:13]([O:14][CH2:15][CH2:16][CH2:17][N:18]2[CH2:19][CH2:20][N:21]([c:24]3[cH:25][cH:26][cH:27][cH:28][cH:29]3)[CH2:22][CH2:23]2)[cH:30][cH:31]1. Reactants: ClC1=NC=C(C(=N1)NC1=CC=C2CCN(CC2=C1)C(=O)OC(C)(C)C)F (2-chloro-5-fluoro-N4-[2-(t-butoxycarbonyl)-1,2,3,4-tetrahydroisoquinolin-7-yl]-4-pyrimidineamine). The solvent is FC(C(=O)O)(F)F.ClCCl (trifluoroacetic acid dichloromethane). Product: ClC1=NC=C(C(=N1)NC1=CC=C2CCNCC2=C1)F (2-chloro-5-fluoro-N4-(1,2,3,4-tetrahydroisoquinolin-7-yl)-4-pyrimidineamine). Reaction SMILES: [Cl:1][C:2]1[N:7]=[C:6]([NH:8][C:9]2[CH:18]=[C:17]3[C:12]([CH2:13][CH2:14][N:15](C(OC(C)(C)C)=O)[CH2:16]3)=[CH:11][CH:10]=2)[C:5]([F:26])=[CH:4][N:3]=1>FC(F)(F)C(O)=O.ClCCl>[Cl:1][C:2]1[N:7]=[C:6]([NH:8][C:9]2[CH:18]=[C:17]3[C:12]([CH2:13][CH2:14][NH:15][CH2:16]3)=[CH:11][CH:10]=2)[C:5]([F:26])=[CH:4][N:3]=1 |f:1.2|. Reported procedure: A solution of 2-chloro-5-fluoro-N4-[2-(t-butoxycarbonyl)-1,2,3,4-tetrahydroisoquinolin-7-yl]-4-pyrimidineamine in 40% trifluoroacetic acid/dichloromethane was stirred at rt for 30 min. Removal of the solvent left an oily residue which was suspended in water, made basic with NaHCO3, and extracted with ethyl acetate. Purification by column chromatography over silica gel provided 2-chloro-5-fluoro-N4-(1,2,3,4-tetrahydroisoquinolin-7-yl)-4-pyrimidineamine. 1H NMR (CDCl3): δ 8.04 (d, 1H, J=3.0 Hz), 7...